This data is from the Open Reaction Database (ORD), a public repository of structured organic reaction records. The task is: describe an organic reaction: reactants, conditions, products, and yield Starting materials: P12(=S)SP3(=S)SP(=S)(S1)SP(=S)(S2)S3 (phosphorus pentasulfide), NC(=O)C1=NC=CC=C1 (2-aminocarbonyl-pyridine), O (water). Solvent: O1CCCC1 (tetrahydrofuran). Reaction conditions: time 4 hour. The product is N1=C(C=CC=C1)C(N)=S (2-pyridine-carbothioamide). The yield is 74.8%. As a reaction SMILES: P12(SP3(SP(SP(S3)(S1)=S)(=S)S2)=S)=[S:2].[NH2:15][C:16]([C:18]1[CH:23]=[CH:22][CH:21]=[CH:20][N:19]=1)=O.O>O1CCCC1>[N:19]1[CH:20]=[CH:21][CH:22]=[CH:23][C:18]=1[C:16](=[S:2])[NH2:15]. Procedure details: 43 g of phosphorus pentasulfide were added slowly to 46.8 g of the amide of Stage A in 700 ml of tetrahydrofuran and the mixture was stirred for 4 hours at ambient temperature. The reaction mixture was poured into water and extracted with ether. The extracts were dried and the solvent was evaporated under reduced pressure. After chromatography on silica (eluant: CH2Cl2 --AcOEt 8-2), 10 g of expected product melting at 137° C. were obtained. The reactants are NC1=C(C=CC(=C1)Br)C(C)=O (1-(2-amino-4-bromophenyl)ethanone), CN1CCOCC1 (4-methylmorpholine), BrC1=CC2=C(C(=NC(C(N2)=O)NC(OCC2=CC=CC=C2)=O)C)C=C1 (benzyl 8-bromo -5-methyl-2-oxo-2,3-dihydro-1H-1,4-benzodiazepin-3-ylcarbamate), N1(N=NC2=C1C=CC=C2)C(C(=O)O)NC(=O)OCC2=CC=CC=C2 (1H-1,2,3-benzotriazol-1-yl{[(benzyloxy)carbonyl]amino}acetic acid), C(C(=O)Cl)(=O)Cl (Oxalyl chloride), [OH-].[Na+] (sodium hydroxide), C(C)(=O)[O-].[NH4+] (ammonium acetate). Run in O1CCCC1 (tetrahydrofuran), O (water), C(Cl)Cl (methylene chloride), C(Cl)Cl (methylene chloride), CO (methyl alcohol), CN(C=O)C (N,N-dimethylformamide). Reaction conditions: temperature 0 celsius, time 30 minute. Product: NC1C(N(C2=C(C(=N1)C)C=CC(=C2)Br)C)=O (3-amino-8-bromo-1,5-dimethyl-1,3-dihydro-2H-1,4-benzodiazepin-2-one). Yield: 53.0%. Reaction SMILES: [Br:1][C:2]1[CH:25]=[CH:24][C:5]2[C:6]([CH3:23])=[N:7][CH:8]([NH:12]C(=O)OCC3C=CC=CC=3)[C:9](=[O:11])[NH:10][C:4]=2[CH:3]=1.N1(C(NC(OCC2C=CC=CC=2)=O)C(O)=O)C2C=CC=C[C:29]=2N=N1.C(Cl)(=O)C(Cl)=O.NC1C=C(Br)C=CC=1C(=O)C.CN1CCOCC1.C([O-])(=O)C.[NH4+].[OH-].[Na+]>C(Cl)Cl.O1CCCC1.CO.O.CN(C)C=O>[NH2:12][CH:8]1[N:7]=[C:6]([CH3:23])[C:5]2[CH:24]=[CH:25][C:2]([Br:1])=[CH:3][C:4]=2[N:10]([CH3:29])[C:9]1=[O:11] |f:5.6,7.8|. Reported procedure: Preparation of 1-(2-amino-4-bromophenyl)ethanone Under an argon atmosphere a solution of 3-bromoaniline (31.3 g, 181.8 mmol) and acetonitrile (75 g, 1.818 mol) in anhydrous toluene (120 ml) was added dropwise over 2.5 hours to a stirred solution of boron trichloride (23.4 g, 200 mmol) in (200 ml) hexanes cooled in an ice bath. After the addition was completed, aluminum chloride (26.6 g, 200 mmol) was added portion wise over 30 minutes. The mixture was allowed to warm to ambient temperature and t...